Dataset: the Open Reaction Database (ORD), a public repository of structured organic reaction records. Task: describe an organic reaction: reactants, conditions, products, and yield The solvent is O1CCOCC1 (dioxane), C(Cl)Cl (CH2Cl2), CO (MeOH), C(Cl)Cl (CH2Cl2), C(Cl)(Cl)Cl.CO (CHCl3 MeOH), C(Cl)Cl (CH2Cl2), CO (MeOH). RXN SMILES: [NH2:1][CH2:2][CH2:3][N:4]1[C:16]2[CH:15]=[CH:14][C:13]3[C:17](=[O:20])[CH2:18][CH2:19][C:12]=3[C:11]=2[C:10]2[C:9]3[CH2:21][CH2:22][C:23](=[O:24])[C:8]=3[CH:7]=[CH:6][C:5]1=2.[CH3:25][C:26]([CH3:28])=O.C([O-])(O)=O.[Na+].Cl>C(Cl)Cl.CO.O1CCOCC1.C(Cl)(Cl)Cl.CO>[CH:26]([NH:1][CH2:2][CH2:3][N:4]1[C:16]2[CH:15]=[CH:14][C:13]3[C:17](=[O:20])[CH2:18][CH2:19][C:12]=3[C:11]=2[C:10]2[C:9]3[CH2:21][CH2:22][C:23](=[O:24])[C:8]=3[CH:7]=[CH:6][C:5]1=2)([CH3:28])[CH3:25] |f:2.3,8.9|. Reactants: Cl (HCl), NCCN1C=2C=CC3=C(C2C=2C4=C(C=CC12)C(CC4)=O)CCC3=O (6-(2-aminoethyl)-10,11-dihydro-1H-dicyclopenta[c,g]carbazole-3,9(2H,6H)-dione), CC(=O)C (acetone), C(=O)(O)[O-].[Na+] (NaHCO3). Reported procedure: Crude compound 59 (1.69 g) was suspended in CH2Cl2 (200 mL). Then acetone (4 mL) and STAB (3.4 g) were added. The mixture was stirred for 24 h (TLC monitoring, eluent: CHCl3-MeOH, 9:1), then poured into an aqueous NaHCO3 solution. Then, another portion of CH2Cl2 and MeOH was added. The organic layer was separated, evaporated, washed with MeCN and ether. Yield of Example 8: 0.759 g. For the preparation of hydrochloride, the isolated product was suspended in a mixture of CH2Cl2 and MeOH, then a so... The product is C(C)(C)NCCN1C=2C=CC3=C(C2C=2C4=C(C=CC12)C(CC4)=O)CCC3=O (6-[2-(isopropylamino)ethyl]-10,11-dihydro-1H-dicyclopenta[c,g]carbazole-3,9(2H,6H)-dione).